From a dataset of the Open Reaction Database (ORD), a public repository of structured organic reaction records. describe an organic reaction: reactants, conditions, products, and yield Starting materials: C(C)(C)(C)OC(=O)N1CCN(CC1)C1=CC(=CC=C1)C=1N=C2C(=NC1)NC=C2C(=O)C2(CCCCC2)C (4-{3-[7-(1-methyl-cyclohexanecarbonyl)-5H-pyrrolo[2,3-b]pyrazin-2-yl]-phenyl}-piperazine-1-carboxylic acid tert-butyl ester), C(=O)(C(F)(F)F)O (TFA). The solvent is C(Cl)Cl (DCM). Run at time 16 hour. Product: CC1(CCCCC1)C(=O)C1=CNC2=NC=C(N=C21)C2=CC(=CC=C2)N2CCNCC2 ((1-methyl-cyclohexyl)-[2-(3-piperazin-1-yl-phenyl)-5H-pyrrolo[2,3-b]pyrazin-7-yl]-methanone). Isolated yield 61.5%. Reaction SMILES: C(OC([N:8]1[CH2:13][CH2:12][N:11]([C:14]2[CH:19]=[CH:18][CH:17]=[C:16]([C:20]3[N:21]=[C:22]4[C:28]([C:29]([C:31]5([CH3:37])[CH2:36][CH2:35][CH2:34][CH2:33][CH2:32]5)=[O:30])=[CH:27][NH:26][C:23]4=[N:24][CH:25]=3)[CH:15]=2)[CH2:10][CH2:9]1)=O)(C)(C)C.C(O)(C(F)(F)F)=O>C(Cl)Cl>[CH3:37][C:31]1([C:29]([C:28]2[C:22]3[C:23](=[N:24][CH:25]=[C:20]([C:16]4[CH:17]=[CH:18][CH:19]=[C:14]([N:11]5[CH2:12][CH2:13][NH:8][CH2:9][CH2:10]5)[CH:15]=4)[N:21]=3)[NH:26][CH:27]=2)=[O:30])[CH2:36][CH2:35][CH2:34][CH2:33][CH2:32]1. Procedure: A solution of 4-{3-[7-(1-methyl-cyclohexanecarbonyl)-5H-pyrrolo[2,3-b]pyrazin-2-yl]-phenyl}-piperazine-1-carboxylic acid tert-butyl ester (134 mg, 0.266 mmol) in DCM (10 ml) was treated with TFA (1.0 ml, 13.4 mmol) and allowed to stir for 16 hours. The reaction mixture was concentrated to dryness, and the resulting residue was partitioned between sat. NaHCO3 and EtOAc. The organic layers were collected, dried over MgSO4, filtered, and concentrated giving a yellow solid. The yellow solid was filt... The reactants are ice water, ClC1=C2C=CC=NC2=C(C(=C1)C(=O)O)O (5-chloro-8-hydroxyquinoline-7-carboxylic acid), ClC1=CC=C(CN)C=C1 (4-chlorobenzylamine), Cl.CN(CCCN=C=NCC)C (1-(3-dimethylaminopropyl)-3-ethylcarbodiimide hydrochloride), O.ON1N=NC2=C1C=CC=C2 (1-hydroxybenzotriazole monohydrate). Run in CN(C)C=O (DMF). Conditions: time 8 hour. Product: ClC1=C2C=CC=NC2=C(C(=C1)C(=O)NCC1=CC=C(C=C1)Cl)O (5-Chloro-N-[(4-chlorophenyl)methyl]-8-hydroxy-7-quinolinecarboxamide). Isolated yield 32.1%. Reaction SMILES: [Cl:1][C:2]1[CH:11]=[C:10]([C:12]([OH:14])=O)[C:9]([OH:15])=[C:8]2[C:3]=1[CH:4]=[CH:5][CH:6]=[N:7]2.[Cl:16][C:17]1[CH:24]=[CH:23][C:20]([CH2:21][NH2:22])=[CH:19][CH:18]=1.Cl.CN(C)CCCN=C=NCC.O.ON1C2C=CC=CC=2N=N1>CN(C=O)C>[Cl:1][C:2]1[CH:11]=[C:10]([C:12]([NH:22][CH2:21][C:20]2[CH:23]=[CH:24][C:17]([Cl:16])=[CH:18][CH:19]=2)=[O:14])[C:9]([OH:15])=[C:8]2[C:3]=1[CH:4]=[CH:5][CH:6]=[N:7]2 |f:2.3,4.5|. Procedure details: To a solution of 5-chloro-8-hydroxyquinoline-7-carboxylic acid (0.335 g) of Preparation 3 and 4-chlorobenzylamine (0.219 g) in 20 mL DMF is added 1-(3-dimethylaminopropyl)-3-ethylcarbodiimide hydrochloride (0.305 g) and 1-hydroxybenzotriazole monohydrate (0.217 g). The mixture is stirred overnight. The solution is then poured into 30 mL ice-water. The resulting solid is collected and dried to yield 0.167 g of the title product as an off-white solid. Reactants: NC1=NC=C(C(=O)OC)C=C1 (methyl 6-aminonicotinate), C(=O)(Cl)Cl (phosgene), Cl.CN1CCN(CC1)C1=NC(=NC(=C1)C1=CC=C2CCNCC2=C1)N (4-(4-methylpiperazin-1-yl)-6-(1,2,3,4-tetrahydroisoquinolin-7-yl)pyrimidin-2-amine HCl salt). Product: NC1=NC(=CC(=N1)C1=CC=C2CCN(CC2=C1)C(=O)NC1=NC=C(C(=O)OC)C=C1)N1CCN(CC1)C (Methyl 6-({[7-[2-amino-6-(4-methylpiperazin-1-yl)pyrimidin-4-yl]-3,4-dihydroisoquinolin-2(1H)-yl]carbonyl}amino)nicotinate). RXN SMILES: [NH2:1][C:2]1[CH:11]=[CH:10][C:5]([C:6]([O:8][CH3:9])=[O:7])=[CH:4][N:3]=1.[C:12](Cl)(Cl)=[O:13].Cl.[CH3:17][N:18]1[CH2:23][CH2:22][N:21]([C:24]2[CH:29]=[C:28]([C:30]3[CH:39]=[C:38]4[C:33]([CH2:34][CH2:35][NH:36][CH2:37]4)=[CH:32][CH:31]=3)[N:27]=[C:26]([NH2:40])[N:25]=2)[CH2:20][CH2:19]1>>[NH2:40][C:26]1[N:27]=[C:28]([C:30]2[CH:39]=[C:38]3[C:33]([CH2:34][CH2:35][N:36]([C:12]([NH:1][C:2]4[CH:11]=[CH:10][C:5]([C:6]([O:8][CH3:9])=[O:7])=[CH:4][N:3]=4)=[O:13])[CH2:37]3)=[CH:32][CH:31]=2)[CH:29]=[C:24]([N:21]2[CH2:20][CH2:19][N:18]([CH3:17])[CH2:23][CH2:22]2)[N:25]=1 |f:2.3|. Reported procedure: This compound was prepared by using procedures analogous to those described for the synthesis of Example 40 starting from methyl 6-aminonicotinate (Aldrich, Cat. #648736), phosgene and 4-(4-methylpiperazin-1-yl)-6-(1,2,3,4-tetrahydroisoquinolin-7-yl)pyrimidin-2-amine HCl salt. Analytic LCMS (M+H)+: m/z=503.2. Reactants: CC(C)(C)OC(=O)N1CC(SC(c2ccccc2)(c2ccccc2)c2ccccc2)CC1CO, ClCCl, O=C(O)C(F)(F)F. Yields the product OCC1CC(SC(c2ccccc2)(c2ccccc2)c2ccccc2)CN1. As a reaction SMILES: [C:1]([O:2][C:3](=[O:4])[N:8]1[CH:9]([CH2:33][OH:34])[CH2:10][CH:11]([S:13][C:14]([c:15]2[cH:16][cH:17][cH:18][cH:19][cH:20]2)([c:21]2[cH:22][cH:23][cH:24][cH:25][cH:26]2)[c:27]2[cH:28][cH:29][cH:30][cH:31][cH:32]2)[CH2:12]1)([CH3:5])([CH3:6])[CH3:7].[Cl:42][CH2:43][Cl:44].[F:35][C:36]([F:37])([F:38])[C:39]([OH:40])=[O:41]>>[NH:8]1[CH:9]([CH2:33][OH:34])[CH2:10][CH:11]([S:13][C:14]([c:15]2[cH:16][cH:17][cH:18][cH:19][cH:20]2)([c:21]2[cH:22][cH:23][cH:24][cH:25][cH:26]2)[c:27]2[cH:28][cH:29][cH:30][cH:31][cH:32]2)[CH2:12]1. Reactants: C(C)(=O)N1CC2=C(CC1)C(=C(S2)N)C#N (6-acetyl-2-amino-3-cyano-4,5,6,7-tetrahydro-thieno[2,3-c]pyridine), C(C)(=O)N1CC2=C(CC1)C(=C(S2)N)C#N (6-acetyl-2-amino-3-cyano-4,5,6,7-tetrahydro-thieno[2,3-c]pyridine), C(C1=CC=CC=C1)(=O)Cl (benzoyl chloride). Yields the product C(C)(=O)N1CC2=C(CC1)C(=C(S2)NC(C2=CC=CC=C2)=O)C#N (N-(6-Acetyl-3-cyano-4,5,6,7-tetrahydro-thieno[2,3-c]pyridin-2-yl)-benzamide). As a reaction SMILES: [C:1]([N:4]1[CH2:9][CH2:8][C:7]2[C:10]([C:14]#[N:15])=[C:11]([NH2:13])[S:12][C:6]=2[CH2:5]1)(=[O:3])[CH3:2].[C:16](Cl)(=[O:23])[C:17]1[CH:22]=[CH:21][CH:20]=[CH:19][CH:18]=1>>[C:1]([N:4]1[CH2:9][CH2:8][C:7]2[C:10]([C:14]#[N:15])=[C:11]([NH:13][C:16](=[O:23])[C:17]3[CH:22]=[CH:21][CH:20]=[CH:19][CH:18]=3)[S:12][C:6]=2[CH2:5]1)(=[O:3])[CH3:2]. Reported procedure: Prepared according to general procedure A starting from 6-acetyl-2-amino-3-cyano-4,5,6,7-tetrahydro-thieno[2,3-c]pyridine (compound A3) and benzoyl chloride. Reactants: N1(CCCC1)CCOC1=CC=C(N)C=C1 (4-(2-Pyrrolidin-1-ylethoxy)aniline), C(=S)=S (carbon disulphide), N (ammonia). Solvent: C(C)O (ethanol), C(C)O (ethanol). The product is N1(CCCC1)CCOC1=CC=C(C=C1)N=C=S (4-(2-pyrrolidin-1-ylethoxy)phenyl isothiocyanate). As a reaction SMILES: [N:1]1([CH2:6][CH2:7][O:8][C:9]2[CH:15]=[CH:14][C:12]([NH2:13])=[CH:11][CH:10]=2)[CH2:5][CH2:4][CH2:3][CH2:2]1.[C:16](=S)=[S:17].N>C(O)C>[N:1]1([CH2:6][CH2:7][O:8][C:9]2[CH:10]=[CH:11][C:12]([N:13]=[C:16]=[S:17])=[CH:14][CH:15]=2)[CH2:5][CH2:4][CH2:3][CH2:2]1. Reported procedure: 4-(2-Pyrrolidin-1-ylethoxy)aniline (17.3 g.) in ethanol (20 ml.) is added dropwise to a mixture of ethanol (55 ml.), carbon disulphide (10 ml.) and aqueous ammonia (density = 0.88, 20 ml.) at 0°C. After 2 hours the solid is collected and washed with acetone, m.p. 143° - 150°C. (dec.). This solid (23.6 g.), chloroform (114 ml.) and triethylamine (11.9 ml.) are stirred, and ethyl chloroformate (8.6 ml.) added with cooling so that the temperature remains below 0°C. After stirring for 30 minutes bel...